This data is from the Open Reaction Database (ORD), a public repository of structured organic reaction records. The task is: describe an organic reaction: reactants, conditions, products, and yield Reactants: [Na] (sodium), ClC1=CC(=C(C=C1)N1N=NN=C1SCC)F ((1-(4-chloro-2-fluorophenyl)-1H-tetrazol-5-yl)ethyl sulfide), C(C)O (ethanol), resultant solution. Solvent: O (water). The product is ClC1=CC(=C(C=C1)N1N=NNC1=O)F (1-(4-chloro-2-fluorophenyl)-1,4-dihydro-5H-tetrazol-5-one). Reaction SMILES: [Na].[Cl:2][C:3]1[CH:8]=[CH:7][C:6]([N:9]2[C:13](SCC)=[N:12][N:11]=[N:10]2)=[C:5]([F:17])[CH:4]=1.C([OH:20])C>O>[Cl:2][C:3]1[CH:8]=[CH:7][C:6]([N:9]2[C:13](=[O:20])[NH:12][N:11]=[N:10]2)=[C:5]([F:17])[CH:4]=1 |^1:0|. Procedure details: To a stirred solution of 0.12 g (0.0052 mole) of sodium in 16 ml of ethanol was added 1.2 g (0.0046 mole) of (1-(4-chloro-2-fluorophenyl)-1H-tetrazol-5-yl)ethyl sulfide. The resultant solution was heated at reflux for six hours. The reaction mixture was cooled and the solvent was evaporated under reduced pressure leaving a residue. This residue was dissolved in 40 ml of water and the aqueous solution was washed with diethyl ether. The aqueous phase was acidified with concentrated hydrochloric ac...